From a dataset of the Open Reaction Database (ORD), a public repository of structured organic reaction records. describe an organic reaction: reactants, conditions, products, and yield Starting materials: NC1=C(C=CC=C1)O (2-Aminophenol), CCOCC (ether). Solvent: C(Cl)Cl (DCM). Reaction conditions: time 17 hour. Product: N1=C(C=CC=C1)C=NC1=C(C=CC=C1)O (2-(Pyridin-2-ylmethyleneamino)-phenol). Reaction SMILES: [NH2:1][C:2]1[CH:7]=[CH:6][CH:5]=[CH:4][C:3]=1[OH:8].CCO[CH2:12][CH3:13]>C(Cl)Cl>[N:1]1[CH:2]=[CH:3][CH:4]=[CH:5][C:12]=1[CH:13]=[N:1][C:2]1[CH:7]=[CH:6][CH:5]=[CH:4][C:3]=1[OH:8]. Procedure: 2-Aminophenol (1.09 g, 10 mmol) was dissolved in ether (20 mL) and DCM (5 mL). 2-pyridinecaroxaldehyde (0.95 mL, 10 mmol) was added to the above solution. The reaction mixture was stirred at room temperature for 17 h; precipitate was formed. The light yellow solid (1.52 g, 77%) was filtered and dried. 1H (CDCl3) δ 8.85 (s, 1H), 8.72 (d, J=3 Hz, 1H), 8.21 (d, J=9 Hz, 1H), 7.84 (t, J=7.5 Hz, 1H), 7.39 (t, J=7.5 Hz, 1H), 7.31 (bs, 1H), 7.25 (t, J=9 Hz, 1H), 7.04 (d, J=6 Hz, 1H), 6.94 (t, J=7.5 Hz, ... The reactants are CCOC(C)=O, COc1ccc2c(c1)c1c3c(c(-c4c(Cl)cccc4Cl)cc1n2CCC(N)=O)C(=O)NC3=O, C1CCOC1. Product: NC(=O)CCn1c2ccc(O)cc2c2c3c(c(-c4c(Cl)cccc4Cl)cc21)C(=O)NC3=O. Reaction SMILES: [CH3:39][CH2:40][O:41][C:42](=[O:43])[CH3:44].[Cl:1][c:2]1[c:3](-[c:9]2[cH:10][c:11]3[n:12]([CH2:29][CH2:30][C:31](=[O:32])[NH2:33])[c:13]4[cH:14][cH:15][c:16]([O:27][CH3:28])[cH:17][c:18]4[c:19]3[c:20]3[c:21]2[C:22](=[O:26])[NH:23][C:24]3=[O:25])[c:4]([Cl:8])[cH:5][cH:6][cH:7]1.[O:34]1[CH2:35][CH2:36][CH2:37][CH2:38]1>>[Cl:1][c:2]1[c:3](-[c:9]2[cH:10][c:11]3[n:12]([CH2:29][CH2:30][C:31](=[O:32])[NH2:33])[c:13]4[cH:14][cH:15][c:16]([OH:27])[cH:17][c:18]4[c:19]3[c:20]3[c:21]2[C:22](=[O:26])[NH:23][C:24]3=[O:25])[c:4]([Cl:8])[cH:5][cH:6][cH:7]1.